The task is: describe an organic reaction: reactants, conditions, products, and yield. This data is from the Open Reaction Database (ORD), a public repository of structured organic reaction records. Starting materials: CO (methanol), C(C1=CC=CC=C1)Cl (benzyl chloride), C[O-].[Na+] (sodium methylate). The reagents and catalysts are [CH-]=O.[CH-]=O.[C-]#[O+].[C-]#[O+].[C-]#[O+].[C-]#[O+].[C-]#[O+].[C-]#[O+].[Co].[Co+2] (cobalt octacarbonyl). Reaction conditions: temperature 35 celsius, time 30 minute. Yields the product COC(CC1=CC=CC=C1)=O (phenylacetic acid methyl ester). The yield is 95.4%. As a reaction SMILES: [CH2:1](Cl)[C:2]1[CH:7]=[CH:6][CH:5]=[CH:4][CH:3]=1.[CH3:9][O-:10].[Na+].[CH3:12][OH:13]>[CH-]=O.[CH-]=O.[C-]#[O+].[C-]#[O+].[C-]#[O+].[C-]#[O+].[C-]#[O+].[C-]#[O+].[Co].[Co+2]>[CH3:9][O:10][C:12](=[O:13])[CH2:1][C:2]1[CH:7]=[CH:6][CH:5]=[CH:4][CH:3]=1 |f:1.2,4.5.6.7.8.9.10.11.12.13|. Procedure details: 6 g of cobalt octacarbonyl was added to 100 ml of methanol. Then CO was passed through with stirring (500 rpm) at 35°C for 30 minutes with an excess pressure of 600 mm Hg. Then the mixture was heated to 55°C and, with a steady feed-through of CO, 190 g (1.5 mole) of benzyl chloride and 329 g of 25.8 wt-% sodium methylate were fed in over a period of 3 hours at a stirring speed of 500 to 750 rpm. Carbon monoxide delivery continued for about 21/2 more hours until no further absorption took place. ... The reactants are [BH4-].[Na+] (sodium borohydride), C(C)N(C(=O)N[C@@H]1CN([C@@H]2CC3=C(NC4=CC=CC([C@H]2C1)=C34)C(=C)C)CCC)CC (1,1-diethyl-3-(2-isopropenyl- 6-n-propyl-8α-ergolinyl)-urea). The product is C(C)N(C(=O)N[C@@H]1CN([C@@H]2CC3=C(NC4=CC=CC([C@H]2C1)=C34)C(C)C)CCC)CC (1,1-diethyl-3-(2-isopropyl-6-n-propyl-8α-ergolinyl)urea). As a reaction SMILES: [BH4-].[Na+].[CH2:3]([N:5]([CH2:31][CH3:32])[C:6]([NH:8][C@H:9]1[CH2:23][C@H:22]2[C@@H:12]([CH2:13][C:14]3[C:24]4[C:17](=[CH:18][CH:19]=[CH:20][C:21]2=4)[NH:16][C:15]=3[C:25]([CH3:27])=[CH2:26])[N:11]([CH2:28][CH2:29][CH3:30])[CH2:10]1)=[O:7])[CH3:4]>>[CH2:31]([N:5]([CH2:3][CH3:4])[C:6]([NH:8][C@H:9]1[CH2:23][C@H:22]2[C@@H:12]([CH2:13][C:14]3[C:24]4[C:17](=[CH:18][CH:19]=[CH:20][C:21]2=4)[NH:16][C:15]=3[CH:25]([CH3:26])[CH3:27])[N:11]([CH2:28][CH2:29][CH3:30])[CH2:10]1)=[O:7])[CH3:32] |f:0.1|. Reported procedure: In the reduction with sodium borohydride a mixture of the desired compound and 1,1-diethyl-3-(2-isopropenyl- 6-n-propyl-8α-ergolinyl)-urea) was produced. Therefore the raw mixture was further reduced with Na/NH3 (see example 12). Yield after crystallization (ethyl acetate): 28%, [α]D +17.6° (c=0.5 in chloroform). Procedure: 52.5 mmol of potassium ethoxide were suspended in 100 mL of N,N-dimethylformamide in a 250 mL round bottom flask. To this slurry, heated up to 60° C., a mixture of 50 mmol of diethyl succinate and 57.5 mmol of acetone was added dropwise in 10 minutes. The course of the reaction was detected by GC. After 60 minutes the reaction was completed with a conversion of 97.2% (determined by GC). Then 87.5 mmol of ethyl bromide were added to the reaction mixture at 60° C. The slurry was stirred for 60 min... The solvent is CN(C=O)C (N,N-dimethylformamide). Conditions: temperature 60 celsius, time 60 minute. Isolated yield 95.0%. Yields the product C(C)(C)=C(C(=O)OCC)CC(=O)OCC (2-isopropylidene succinic acid, diethyl ester). As a reaction SMILES: [O-]CC.[K+].[C:5]([O:14][CH2:15][CH3:16])(=[O:13])[CH2:6][CH2:7][C:8]([O:10][CH2:11][CH3:12])=[O:9].[CH3:17][C:18]([CH3:20])=O.C(Br)C>CN(C)C=O>[C:18](=[C:6]([CH2:7][C:8]([O:10][CH2:11][CH3:12])=[O:9])[C:5]([O:14][CH2:15][CH3:16])=[O:13])([CH3:20])[CH3:17] |f:0.1|. Reactants: C(C)Br (ethyl bromide), C(CCC(=O)OCC)(=O)OCC (diethyl succinate), CC(=O)C (acetone), [O-]CC.[K+] (potassium ethoxide). Procedure details: A mixture of (2R)-2-hydroxypropanamide (17.1 mg, 0.192 mmol) and triethyloxonium tetrafluoroborate (34.2 mg, 0.180 mmol) in tetrahydrofuran (0.36 mL) was stirred at room temperature for 75 min and then concentrated. The residue was dissolved in ethanol (0.14 mL), and this solution was then added to a solution of benzyl [(1R,2R,5S)-5-[(6-aminothieno[3,2-b]pyridin-7-yl)amino]-2-(cyanomethyl)cyclohexyl]carbamate (26 mg, 0.060 mmol) in ethanol (0.36 mL) in a vial. The resulting mixture was stirred a... Reaction SMILES: [OH:1][C@H:2]([CH3:6])[C:3](N)=O.F[B-](F)(F)F.C([O+](CC)CC)C.[NH2:19][C:20]1[C:21]([NH:29][C@@H:30]2[CH2:35][C@@H:34]([NH:36][C:37](=[O:46])[O:38][CH2:39][C:40]3[CH:45]=[CH:44][CH:43]=[CH:42][CH:41]=3)[C@@H:33]([CH2:47][C:48]#[N:49])[CH2:32][CH2:31]2)=[C:22]2[S:28][CH:27]=[CH:26][C:23]2=[N:24][CH:25]=1>O1CCCC1.C(O)C>[C:48]([CH2:47][C@H:33]1[CH2:32][CH2:31][C@H:30]([N:29]2[C:21]3=[C:22]4[S:28][CH:27]=[CH:26][C:23]4=[N:24][CH:25]=[C:20]3[N:19]=[C:3]2[C@H:2]([OH:1])[CH3:6])[CH2:35][C@H:34]1[NH:36][C:37](=[O:46])[O:38][CH2:39][C:40]1[CH:45]=[CH:44][CH:43]=[CH:42][CH:41]=1)#[N:49] |f:1.2|. Product: C(#N)C[C@@H]1[C@@H](C[C@H](CC1)N1C(=NC=2C1=C1C(=NC2)C=CS1)[C@@H](C)O)NC(OCC1=CC=CC=C1)=O (Benzyl ((1R,2R,5S)-2-(cyanomethyl)-5-{2-[(1R)-1-hydroxyethyl]-1H-imidazo[4,5-d]thieno[3,2-b]pyridin-1-yl}cyclohexyl)carbamate). Starting materials: O[C@@H](C(=O)N)C ((2R)-2-hydroxypropanamide), F[B-](F)(F)F.C(C)[O+](CC)CC (triethyloxonium tetrafluoroborate), NC=1C(=C2C(=NC1)C=CS2)N[C@H]2CC[C@@H]([C@@H](C2)NC(OCC2=CC=CC=C2)=O)CC#N (benzyl [(1R,2R,5S)-5-[(6-aminothieno[3,2-b]pyridin-7-yl)amino]-2-(cyanomethyl)cyclohexyl]carbamate). Yield: 61.3%. Run at time 75 minute. Run in O1CCCC1 (tetrahydrofuran), C(C)O (ethanol). Starting materials: CS(=O)c1ccc([N+](=O)[O-])cc1, ClCCl, [N-]=[N+]=[N-], [Na+], O, O=S(=O)(O)O. The product is CS(=N)(=O)c1ccc([N+](=O)[O-])cc1. As a reaction SMILES: [CH3:1][S:2](=[O:3])[c:4]1[cH:5][cH:6][c:7]([N+:10](=[O:11])[O-:12])[cH:8][cH:9]1.[Cl:23][CH2:24][Cl:25].[N-:14]=[N+:15]=[N-:16].[Na+:13].[OH2:22].[S:17](=[O:18])(=[O:19])([OH:20])[OH:21]>>[CH3:1][S:2](=[O:3])([c:4]1[cH:5][cH:6][c:7]([N+:10](=[O:11])[O-:12])[cH:8][cH:9]1)=[NH:14]. Reactants: CCOC(=O)CBr, O=C([O-])[O-], CN(C)C=O, [K+], [K+], O, CC(C)=CCn1c(N2CCCC(NC(=O)OC(C)(C)C)C2)nc2c1c(=O)n(CC(=O)c1ccccc1O)c(=O)n2C. Yields the product CCOC(=O)COc1ccccc1C(=O)Cn1c(=O)c2c(nc(N3CCCC(NC(=O)OC(C)(C)C)C3)n2CC=C(C)C)n(C)c1=O. Reaction SMILES: [Br:1][CH2:2][C:3](=[O:4])[O:5][CH2:6][CH3:7].[C:49](=[O:50])([O-:51])[O-:52].[CH3:56][N:57]([CH3:58])[CH:59]=[O:60].[K+:53].[K+:54].[OH2:55].[OH:8][c:9]1[c:10]([C:15]([CH2:16][n:17]2[c:18](=[O:19])[n:20]([CH3:47])[c:21]3[n:22][c:23]([N:33]4[CH2:34][CH:35]([NH:39][C:40](=[O:41])[O:42][C:43]([CH3:44])([CH3:45])[CH3:46])[CH2:36][CH2:37][CH2:38]4)[n:24]([CH2:28][CH:29]=[C:30]([CH3:31])[CH3:32])[c:25]3[c:26]2=[O:27])=[O:48])[cH:11][cH:12][cH:13][cH:14]1>>[CH2:2]([C:3](=[O:4])[O:5][CH2:6][CH3:7])[O:8][c:9]1[c:10]([C:15]([CH2:16][n:17]2[c:18](=[O:19])[n:20]([CH3:47])[c:21]3[n:22][c:23]([N:33]4[CH2:34][CH:35]([NH:39][C:40](=[O:41])[O:42][C:43]([CH3:44])([CH3:45])[CH3:46])[CH2:36][CH2:37][CH2:38]4)[n:24]([CH2:28][CH:29]=[C:30]([CH3:31])[CH3:32])[c:25]3[c:26]2=[O:27])=[O:48])[cH:11][cH:12][cH:13][cH:14]1.